Dataset: the Open Reaction Database (ORD), a public repository of structured organic reaction records. Task: describe an organic reaction: reactants, conditions, products, and yield The reactants are COC1=CC=C(C=C1C)C1=NSC2=C1C=C(C=C2)[N+](=O)[O-] (3-(6-methoxy-m-tolyl)-5-nitro-1,2-benzisothiazole), C(C)(=O)O (acetic acid). Reagents/catalysts: [Fe] (iron). Run in C(C)(=O)OCC (ethyl acetate). Run at temperature 65 celsius. The product is NC=1C=CC2=C(C(=NS2)C=2C=C(C(=CC2)OC)C)C1 (5-Amino-3-(6-methoxy-m-tolyl)-1,2-benzisothiazole). The yield is 98.1%. RXN SMILES: [CH3:1][O:2][C:3]1[C:8]([CH3:9])=[CH:7][C:6]([C:10]2[C:14]3[CH:15]=[C:16]([N+:19]([O-])=O)[CH:17]=[CH:18][C:13]=3[S:12][N:11]=2)=[CH:5][CH:4]=1.C(O)(=O)C>[Fe].C(OCC)(=O)C>[NH2:19][C:16]1[CH:17]=[CH:18][C:13]2[S:12][N:11]=[C:10]([C:6]3[CH:7]=[C:8]([CH3:9])[C:3]([O:2][CH3:1])=[CH:4][CH:5]=3)[C:14]=2[CH:15]=1. Procedure details: A mixture of 3-(6-methoxy-m-tolyl)-5-nitro-1,2-benzisothiazole (63.0 g, 0.210 mol), 5% acetic acid (1.52 L, 1.21 mol) and ethyl acetate (975 mL) is heated to 65° C., treated portionwise with iron powder (58.6 g, 1.05 mol), stirred at 65° C., and filtered through quartz filter paper. The filtrate phases are separated and the aqueous phase is extracted with ethyl acetate. The organic phase and extracts are combined, washed sequentially with water and brine, dried over anhydrous magnesium sulfate, ... The reactants are COc1ccc(S(=O)(=O)N2CC(CC(C)C)N(C(=O)OC(C)(C)C)CC2COCc2ccccc2)cc1, CO, [H][H], [OH-], [OH-], [Pd+2]. Yields the product COc1ccc(S(=O)(=O)N2CC(CC(C)C)N(C(=O)OC(C)(C)C)CC2CO)cc1. Reaction SMILES: [CH2:1]([c:2]1[cH:3][cH:4][cH:5][cH:6][cH:7]1)[O:8][CH2:9][CH:10]1[N:11]([S:27](=[O:28])(=[O:29])[c:30]2[cH:31][cH:32][c:33]([O:36][CH3:37])[cH:34][cH:35]2)[CH2:12][CH:13]([CH2:23][CH:24]([CH3:25])[CH3:26])[N:14]([C:16](=[O:17])[O:18][C:19]([CH3:20])([CH3:21])[CH3:22])[CH2:15]1.[CH3:38][OH:39].[H:40][H:41].[OH-:42].[OH-:44].[Pd+2:43]>>[OH:8][CH2:9][CH:10]1[N:11]([S:27](=[O:28])(=[O:29])[c:30]2[cH:31][cH:32][c:33]([O:36][CH3:37])[cH:34][cH:35]2)[CH2:12][CH:13]([CH2:23][CH:24]([CH3:25])[CH3:26])[N:14]([C:16](=[O:17])[O:18][C:19]([CH3:20])([CH3:21])[CH3:22])[CH2:15]1. The reactants are N1=CC(=CC=C1)CCC1=NNC(C2=CC=CC=C12)=O (4-[2-(pyridin-3-yl)ethyl]phthalazin-1(2H)-one), P(=O)(Cl)(Cl)Cl (phosphoryl chloride), Cl (HCl). The solvent is C(C)#N (acetonitrile), O1CCOCC1 (dioxane). Reaction conditions: temperature 60 celsius, time 3.5 hour. Product: ClC1=NN=C(C2=CC=CC=C12)CCC=1C=NC=CC1 (1-Chloro-4-[2-(pyridin-3-yl)ethyl]phthalazine). Reaction SMILES: [N:1]1[CH:6]=[CH:5][CH:4]=[C:3]([CH2:7][CH2:8][C:9]2[C:18]3[C:13](=[CH:14][CH:15]=[CH:16][CH:17]=3)[C:12](=O)[NH:11][N:10]=2)[CH:2]=1.P(Cl)(Cl)([Cl:22])=O.Cl>C(#N)C.O1CCOCC1>[Cl:22][C:12]1[C:13]2[C:18](=[CH:17][CH:16]=[CH:15][CH:14]=2)[C:9]([CH2:8][CH2:7][C:3]2[CH:2]=[N:1][CH:6]=[CH:5][CH:4]=2)=[N:10][N:11]=1. Procedure details: Under exclusion of air, 2.4 g (9.55 mmol) 4-[2-(pyridin-3-yl)ethyl]phthalazin-1(2H)-one in 36 ml acetonitrile is mixed with 2.18 ml (23.8 mmol) phosphoryl chloride and 4.75 ml 4 N HCl in dioxane and stirred for 3.5 h at 60° C. After cooling to RT, the product is filtered off as hydrochloride and washed with CH3CN. The crystals are dissolved in about 10 ml H2O, mixed with 15 ml H2O and 1.5 ml sat. NH3 solution and extracted immediately 3 times with EtOAc. Drying (Na2SO4) of the organic phases and...